From a dataset of the Open Reaction Database (ORD), a public repository of structured organic reaction records. describe an organic reaction: reactants, conditions, products, and yield Reactants: FC(F)(F)c1ccc(Br)cc1, O=C([O-])[O-], C1CCOC1, [Cs+], [Cs+], CN(C)C=O, OCc1ccc(B(O)O)cc1. Product: OCc1ccc(-c2ccc(C(F)(F)F)cc2)cc1. RXN SMILES: [Br:1][c:2]1[cH:3][cH:4][c:5]([C:8]([F:9])([F:10])[F:11])[cH:6][cH:7]1.[C:23](=[O:24])([O-:25])[O-:26].[CH2:34]1[O:35][CH2:36][CH2:37][CH2:38]1.[Cs+:27].[Cs+:28].[O:29]=[CH:30][N:31]([CH3:32])[CH3:33].[OH:12][CH2:13][c:14]1[cH:15][cH:16][c:17]([B:20]([OH:21])[OH:22])[cH:18][cH:19]1>>[c:2]1(-[c:17]2[cH:16][cH:15][c:14]([CH2:13][OH:12])[cH:19][cH:18]2)[cH:3][cH:4][c:5]([C:8]([F:9])([F:10])[F:11])[cH:6][cH:7]1. The reagents and catalysts are C=1C=CC(=CC1)[P](C=2C=CC=CC2)(C=3C=CC=CC3)[Pd]([P](C=4C=CC=CC4)(C=5C=CC=CC5)C=6C=CC=CC6)([P](C=7C=CC=CC7)(C=8C=CC=CC8)C=9C=CC=CC9)[P](C=1C=CC=CC1)(C=1C=CC=CC1)C=1C=CC=CC1 (Pd(PPh3)4). Reactants: FC(C=1C=C(C=C(C1)C(F)(F)F)[C@@H]1[C@@H](N(C(O1)=O)CC1=C(C=CC(=C1)C(F)(F)F)I)C)(F)F ((4S,5R)-5-[3,5-bis(trifluoromethyl)phenyl]-3-[2-iodo-5-(trifluoromethyl)benzyl]-4-methyl-1,3-oxazolidin-2-one), C(=O)([O-])[O-].[Na+].[Na+] (Na2CO3), C(C)(C)C=1C=C(C=CC1)B(O)O (3-isopropylbenzeneboronic acid), COCCOC (DME). Reaction conditions: temperature 100 celsius. Product: FC(C=1C=C(C=C(C1)C(F)(F)F)[C@@H]1[C@@H](N(C(O1)=O)CC1=C(C=CC(=C1)C(F)(F)F)C1=CC(=CC=C1)C(C)C)C)(F)F ((4S,5R)-5-[3,5-bis(trifluoromethyl)phenyl]-3-{[3′-isopropyl-4-(trifluoromethyl)biphenyl-2-yl]methyl}-4-methyl-1,3-oxazolidin-2-one). Procedure: In a tube were placed (4S,5R)-5-[3,5-bis(trifluoromethyl)phenyl]-3-[2-iodo-5-(trifluoromethyl)benzyl]-4-methyl-1,3-oxazolidin-2-one (52.5 mg, 0.0879 mmol), 3-isopropylbenzeneboronic acid (17.3 mg, 0.106 mmol), DME (370 μL), EtOH (120 μL), and 1M aqueous Na2CO3 (264 μL, 0.264 mmol). The mixture was degassed with N2. Next, Pd(PPh3)4 (10.2 mg, 8.8×10−3 mmol) was added and the mixture was degassed again with N2. The tube was sealed and heated at 100° C. for two hours. The reaction was then cooled to... Reaction SMILES: [F:1][C:2]([F:33])([F:32])[C:3]1[CH:4]=[C:5]([C@H:13]2[O:17][C:16](=[O:18])[N:15]([CH2:19][C:20]3[CH:25]=[C:24]([C:26]([F:29])([F:28])[F:27])[CH:23]=[CH:22][C:21]=3I)[C@H:14]2[CH3:31])[CH:6]=[C:7]([C:9]([F:12])([F:11])[F:10])[CH:8]=1.[CH:34]([C:37]1[CH:38]=[C:39](B(O)O)[CH:40]=[CH:41][CH:42]=1)([CH3:36])[CH3:35].COCCOC.C([O-])([O-])=O.[Na+].[Na+]>C1C=CC([P]([Pd]([P](C2C=CC=CC=2)(C2C=CC=CC=2)C2C=CC=CC=2)([P](C2C=CC=CC=2)(C2C=CC=CC=2)C2C=CC=CC=2)[P](C2C=CC=CC=2)(C2C=CC=CC=2)C2C=CC=CC=2)(C2C=CC=CC=2)C2C=CC=CC=2)=CC=1.CCO>[F:1][C:2]([F:33])([F:32])[C:3]1[CH:4]=[C:5]([C@H:13]2[O:17][C:16](=[O:18])[N:15]([CH2:19][C:20]3[CH:25]=[C:24]([C:26]([F:29])([F:28])[F:27])[CH:23]=[CH:22][C:21]=3[C:41]3[CH:40]=[CH:39][CH:38]=[C:37]([CH:34]([CH3:36])[CH3:35])[CH:42]=3)[C@H:14]2[CH3:31])[CH:6]=[C:7]([C:9]([F:12])([F:11])[F:10])[CH:8]=1 |f:3.4.5,^1:61,63,82,101|. The solvent is CCO (EtOH). Starting materials: [Al+3], [Cl-], [Cl-], [Cl-], CC(Cl)Cl, ClCCCl, O=C1OC(=O)C(Cl)=C1Cl, Cl, O, c1ccccc1. Product: O=C(O)C(Cl)=C(Cl)C(=O)c1ccccc1. Reaction SMILES: [Al+3:2].[Cl-:1].[Cl-:3].[Cl-:4].[Cl:21][CH:22]([Cl:23])[CH3:24].[Cl:25][CH2:26][CH2:27][Cl:28].[Cl:5][C:6]1=[C:7]([Cl:13])[C:8](=[O:9])[O:10][C:11]1=[O:12].[ClH:20].[OH2:29].[cH:14]1[cH:15][cH:16][cH:17][cH:18][cH:19]1>>[Cl:5][C:6](=[C:7]([C:8](=[O:9])[c:14]1[cH:15][cH:16][cH:17][cH:18][cH:19]1)[Cl:13])[C:11]([OH:10])=[O:12]. The reactants are O (water), BrCC(C=P(C1=CC=CC=C1)(C1=CC=CC=C1)C1=CC=CC=C1)=O (3-Bromo-2-oxopropylidenetriphenylphosphorane), ClC1=C(C=CC=C1)O (o-chlorophenol), [OH-].[K+] (potassium hydroxide). Run in C(C)O (ethanol). The product is ClC1=C(OCC(C=P(C2=CC=CC=C2)(C2=CC=CC=C2)C2=CC=CC=C2)=O)C=CC=C1 (3-(2-chlorophenoxy)-2-oxopropylidenetriphenylphosphorane). Yield: 50.2%. Reaction SMILES: Br[CH2:2][C:3](=[O:24])[CH:4]=[P:5]([C:18]1[CH:23]=[CH:22][CH:21]=[CH:20][CH:19]=1)([C:12]1[CH:17]=[CH:16][CH:15]=[CH:14][CH:13]=1)[C:6]1[CH:11]=[CH:10][CH:9]=[CH:8][CH:7]=1.[Cl:25][C:26]1[CH:31]=[CH:30][CH:29]=[CH:28][C:27]=1[OH:32].[OH-].[K+].O>C(O)C>[Cl:25][C:26]1[CH:31]=[CH:30][CH:29]=[CH:28][C:27]=1[O:32][CH2:2][C:3](=[O:24])[CH:4]=[P:5]([C:18]1[CH:23]=[CH:22][CH:21]=[CH:20][CH:19]=1)([C:12]1[CH:17]=[CH:16][CH:15]=[CH:14][CH:13]=1)[C:6]1[CH:11]=[CH:10][CH:9]=[CH:8][CH:7]=1 |f:2.3|. Procedure details: 3-Bromo-2-oxopropylidenetriphenylphosphorane (8.0 g) was added to a solution of o-chlorophenol (3.8 g) and potassium hydroxide (1.56 g) in anhydrous ethanol (60 ml), and the resulting mixture was heated at reflux for 2 hours and was then poured into water (200 ml). The mixture was extracted with methylene chloride and the extract was washed with dilute aqueous sodium hydroxide solution (2 N) and with water, dried over magnesium sulphate, and evaporated. The residual solid was recrystallised from... The reactants are COC(=O)CBr, CC(C)(C)OC(=O)CCNc1ccc(OC(F)(F)F)c(Cl)c1, CC#N, Cc1cccc(C)n1. Yields the product COC(=O)CN(CCC(=O)OC(C)(C)C)c1ccc(OC(F)(F)F)c(Cl)c1. Reaction SMILES: [Br:23][CH2:24][C:25](=[O:26])[O:27][CH3:28].[C:1]([CH3:2])([CH3:3])([CH3:4])[O:5][C:6]([CH2:7][CH2:8][NH:9][c:10]1[cH:11][c:12]([Cl:21])[c:13]([O:16][C:17]([F:18])([F:19])[F:20])[cH:14][cH:15]1)=[O:22].[CH3:37][C:38]#[N:39].[n:29]1[c:30]([CH3:31])[cH:32][cH:33][cH:34][c:35]1[CH3:36]>>[C:1]([CH3:2])([CH3:3])([CH3:4])[O:5][C:6]([CH2:7][CH2:8][N:9]([c:10]1[cH:11][c:12]([Cl:21])[c:13]([O:16][C:17]([F:18])([F:19])[F:20])[cH:14][cH:15]1)[CH2:24][C:25](=[O:26])[O:27][CH3:28])=[O:22].